From a dataset of the Open Reaction Database (ORD), a public repository of structured organic reaction records. describe an organic reaction: reactants, conditions, products, and yield The reactants are O=c1cc(CBr)occ1O, C1COCCN1, CC#N. Yields the product O=c1cc(CN2CCOCC2)occ1O. As a reaction SMILES: [Br:1][CH2:2][c:3]1[o:4][cH:5][c:6]([OH:10])[c:7](=[O:9])[cH:8]1.[CH2:11]1[CH2:12][O:13][CH2:14][CH2:15][NH:16]1.[CH3:17][C:18]#[N:19]>>[CH2:2]([c:3]1[o:4][cH:5][c:6]([OH:10])[c:7](=[O:9])[cH:8]1)[N:16]1[CH2:11][CH2:12][O:13][CH2:14][CH2:15]1. Reactants: C(C1=CC=CC=C1)OC=1C=CC(=C(C1)SC1=CC=C(C=C1)O)[N+](=O)[O-] (4-(5-Benzyloxy-2-nitro-phenylsulfanyl)-phenol), [Cl-].[NH4+] (ammonium chloride). Reagents/catalysts: [Fe] (iron). Run in O1CCCC1 (tetrahydrofuran), CO (methanol), O (water). The product is NC1=C(C=C(C=C1)OCC1=CC=CC=C1)SC1=CC=C(C=C1)O (4-(2-Amino-5-benzyloxy-phenylsulfanyl)-phenol). Isolated yield 95.6%. Reaction SMILES: [CH2:1]([O:8][C:9]1[CH:10]=[CH:11][C:12]([N+:23]([O-])=O)=[C:13]([S:15][C:16]2[CH:21]=[CH:20][C:19]([OH:22])=[CH:18][CH:17]=2)[CH:14]=1)[C:2]1[CH:7]=[CH:6][CH:5]=[CH:4][CH:3]=1.[Cl-].[NH4+]>O1CCCC1.CO.O.[Fe]>[NH2:23][C:12]1[CH:11]=[CH:10][C:9]([O:8][CH2:1][C:2]2[CH:3]=[CH:4][CH:5]=[CH:6][CH:7]=2)=[CH:14][C:13]=1[S:15][C:16]1[CH:17]=[CH:18][C:19]([OH:22])=[CH:20][CH:21]=1 |f:1.2|. Procedure details: The product of Example 237B (0.390 g, 1.10 mmol), iron powder (0.248 g, 4.41 mmol, 4.0 eq) and ammonium chloride (0.071 g, 1.32 mmol, 1.2 eq) in tetrahydrofuran (6 mL), methanol (6 mL) and water (2 mL) was heated under reflux for 16 hours and then cooled to room temperature. The reaction mixture was filtered through Celite, rinsing with methanol, and the filtrate was evaporated under reduced pressure to provide the title compound (0.340 g, 95%) as a gray powder that was used in subsequent reacti... Starting materials: ClC1=C(C=CC=C1)C=1N(C(=C(N1)C(=O)NN1CCCCC1)C)C1=CC=C(C=C1)[N+](=O)[O-] (2-(2-chlorophenyl)-5-methyl-1-(4-nitrophenyl)-N-(1-piperidinyl)-1H-imidazole-4-carboxamide). Reagents/catalysts: [Pd] (palladium on carbon). Solvent: C(C)O (ethanol). Reaction conditions: time 2 hour. The product is NC1=CC=C(C=C1)N1C(=NC(=C1C)C(=O)NN1CCCCC1)C1=C(C=CC=C1)Cl (1-(4-aminophenyl)-2-(2-chlorophenyl)-5-methyl-N-(1-piperidinyl)-1H-imidazole-4-carboxamide). The yield is 101.5%. RXN SMILES: [Cl:1][C:2]1[CH:7]=[CH:6][CH:5]=[CH:4][C:3]=1[C:8]1[N:9]([C:23]2[CH:28]=[CH:27][C:26]([N+:29]([O-])=O)=[CH:25][CH:24]=2)[C:10]([CH3:22])=[C:11]([C:13]([NH:15][N:16]2[CH2:21][CH2:20][CH2:19][CH2:18][CH2:17]2)=[O:14])[N:12]=1>C(O)C.[Pd]>[NH2:29][C:26]1[CH:25]=[CH:24][C:23]([N:9]2[C:10]([CH3:22])=[C:11]([C:13]([NH:15][N:16]3[CH2:21][CH2:20][CH2:19][CH2:18][CH2:17]3)=[O:14])[N:12]=[C:8]2[C:3]2[CH:4]=[CH:5][CH:6]=[CH:7][C:2]=2[Cl:1])=[CH:28][CH:27]=1. Procedure details: A sample of 2-(2-chlorophenyl)-5-methyl-1-(4-nitrophenyl)-N-(1-piperidinyl)-1H-imidazole-4-carboxamide (Table entry 41) (111 mg, 0.25 mmol) was added as a suspension in ethanol (5 mL) to Degussa-type palladium on carbon (10% by weight, 12 mg). The mixture was hydrogenated at atmospheric pressure and rt for 2 h. Filtration of the mixture through Celite and concentration of the filtrate gave 1-(4-aminophenyl)-2-(2-chlorophenyl)-5-methyl-N-(1-piperidinyl)-1H-imidazole-4-carboxamide as a yellow foam... The reactants are O1CC1CCCCCCC=C (1,2-epoxy-9-decene), CC(CC1=CC=C(C=C1)OC)(C)N (1,1-dimethyl-2-(4-methoxyphenyl)ethylamine). Product: OC(CNC(CC1=CC=C(C=C1)OC)(C)C)CCCCCCC=C (N-(2-Hydroxydec-9-enyl)-1,1-dimethyl-2-(4-methoxyphenyl)ethylamine). The yield is 24.0%. Reaction SMILES: [O:1]1[CH:3]([CH2:4][CH2:5][CH2:6][CH2:7][CH2:8][CH2:9][CH:10]=[CH2:11])[CH2:2]1.[CH3:12][C:13]([NH2:24])([CH3:23])[CH2:14][C:15]1[CH:20]=[CH:19][C:18]([O:21][CH3:22])=[CH:17][CH:16]=1>>[OH:1][CH:3]([CH2:4][CH2:5][CH2:6][CH2:7][CH2:8][CH2:9][CH:10]=[CH2:11])[CH2:2][NH:24][C:13]([CH3:23])([CH3:12])[CH2:14][C:15]1[CH:20]=[CH:19][C:18]([O:21][CH3:22])=[CH:17][CH:16]=1. Procedure details: Using the method of Example 5, supra, 1,2-epoxy-9-decene (202 mg, 1.0 mmol) and 1,1-dimethyl-2-(4-methoxyphenyl)ethylamine (197 mg, 1.1 mmol) were used to prepare 80 mg of the title compound as a clear, colorless oil: GC/EI-MS, m/z (rel. int.) 334 (M+1, 0.02), 318 (0.7), 212 (100), 194 (13), 163 (11), 121 (23); 1H-NMR (CDCl3) δ 7.06 (2H, d, J=8.6), 6.80 (2H, d, J=8.6), 5.79 (1H, dddd, J=23.1, 10.2, 6.6 and 6.6), 4.95 (2H, m), 3.77 (3H, s), 3.52 (1H, m), 2.76 (1H, dd, J=11.7 and 3.0), 2.64 (1H, s... The reactants are BrCc1ccc2cccnc2c1, Br, COc1ccccc1COCCCOc1ccc(C2CCN(C(=O)OC(C)(C)C)CC2O)cc1, [H-], [Na+]. The product is COc1ccccc1COCCCOc1ccc(C2CCN(C(=O)OC(C)(C)C)CC2OCc2ccc3cccnc3c2)cc1. RXN SMILES: [Br:36][CH2:37][c:38]1[cH:39][cH:40][c:41]2[cH:42][cH:43][cH:44][n:45][c:46]2[cH:47]1.[BrH:35].[C:1]([CH3:2])([CH3:3])([CH3:4])[O:5][C:6](=[O:7])[N:8]1[CH2:9][CH:10]([OH:34])[CH:11]([c:14]2[cH:15][cH:16][c:17]([O:20][CH2:21][CH2:22][CH2:23][O:24][CH2:25][c:26]3[c:27]([O:32][CH3:33])[cH:28][cH:29][cH:30][cH:31]3)[cH:18][cH:19]2)[CH2:12][CH2:13]1.[H-:48].[Na+:49]>>[C:1]([CH3:2])([CH3:3])([CH3:4])[O:5][C:6](=[O:7])[N:8]1[CH2:9][CH:10]([O:34][CH2:37][c:38]2[cH:39][cH:40][c:41]3[cH:42][cH:43][cH:44][n:45][c:46]3[cH:47]2)[CH:11]([c:14]2[cH:15][cH:16][c:17]([O:20][CH2:21][CH2:22][CH2:23][O:24][CH2:25][c:26]3[c:27]([O:32][CH3:33])[cH:28][cH:29][cH:30][cH:31]3)[cH:18][cH:19]2)[CH2:12][CH2:13]1. The reactants are FC(C(=O)O)(F)F (trifluoroacetic acid), N1=C(N=CC=C1)N1CC2(C1)CN(C2)C(=O)OC(C)(C)C (Tert-butyl 2-pyrimidin-2-yl-2,6-diazaspiro[3,3]heptane-6-carboxylate). Run at temperature 2.5 celsius. Yields the product OC(=O)C(F)(F)F.N1=C(N=CC=C1)N1CC2(CCC2)C1 (6-pyrimidin-2-yl-6-azaspiro[3,3]heptane TFA salt). RXN SMILES: [F:1][C:2]([F:7])([F:6])[C:3]([OH:5])=[O:4].[N:8]1[CH:13]=[CH:12][CH:11]=[N:10][C:9]=1[N:14]1[CH2:17][C:16]2([CH2:20]N(C(OC(C)(C)C)=O)[CH2:18]2)[CH2:15]1>>[OH:5][C:3]([C:2]([F:7])([F:6])[F:1])=[O:4].[N:10]1[CH:11]=[CH:12][CH:13]=[N:8][C:9]=1[N:14]1[CH2:15][C:16]2([CH2:18][CH2:2][CH2:20]2)[CH2:17]1 |f:2.3|. Procedure details: A 1 L round-bottom flask was charged with trifluoroacetic acid (153.0 mL) and the mixture cooled to 0-5° C. Tert-butyl 2-pyrimidin-2-yl-2,6-diazaspiro[3,3]heptane-6-carboxylate (51.0 g, 0.19 mol) was added and the reaction mixture was stirred at 0-5° C. until dissolution occurred. Then the reaction mixture warmed to 20-25° C. and stirred for 60 min. The reaction mixture was concentrated, azeotroped with DCM (2×50.0 mL), and diluted with DCM (150.0 mL). This solution was slowly added to a well-st...